Task: describe an organic reaction: reactants, conditions, products, and yield. Dataset: the Open Reaction Database (ORD), a public repository of structured organic reaction records The reactants are FC=1C=CC(=C(C1)NC(=S)N)N1CCOCC1 (1-(5-fluoro-2-morpholinophenyl)thiourea), O.O.O.C(C)(=O)[O-].[Pb+2].C(C)(=O)[O-] (lead acetate trihydrate), [OH-].[K+] (potassium hydroxide). Run in O (water), O (water), O (water). Product: FC=1C=CC(=C(C1)NC#N)N1CCOCC1 (N-(5-fluoro-2-morpholinophenyl)cyanamide). As a reaction SMILES: [F:1][C:2]1[CH:3]=[CH:4][C:5]([N:12]2[CH2:17][CH2:16][O:15][CH2:14][CH2:13]2)=[C:6]([NH:8][C:9]([NH2:11])=S)[CH:7]=1.O.O.O.C([O-])(=O)C.[Pb+2].C([O-])(=O)C.[OH-].[K+]>O>[F:1][C:2]1[CH:3]=[CH:4][C:5]([N:12]2[CH2:17][CH2:16][O:15][CH2:14][CH2:13]2)=[C:6]([NH:8][C:9]#[N:11])[CH:7]=1 |f:1.2.3.4.5.6,7.8|. Procedure details: A mixture of 1-(5-fluoro-2-morpholinophenyl)thiourea (5.1 g) suspended in water (36.5 ml), lead acetate trihydrate (7.95 g) in water (36 ml) and potassium hydroxide (11.45 g) in water (32 ml) was heated under reflux for 25 minutes to give N-(5-fluoro-2-morpholinophenyl)cyanamide as a white solid (m.p. 168°-170° C.). Reactants: [N+](#[C-])CC(=O)OC (methyl α-isocyanoacetate), CC(C)([O-])C.[K+] (potassium t-butoxide), CCCCCC(=O)Cl (n-caproyl chloride). Run in O1CCCC1 (tetrahydrofuran). Run at time 30 minute. Product: C(CCCC)C1=C(N=CO1)C(=O)OC (5-n-pentyl-4-methoxycarbonyloxazole). Isolated yield 54.6%. RXN SMILES: CC(C)([O-])C.[K+].[N+:7]([CH2:9][C:10]([O:12][CH3:13])=[O:11])#[C-:8].[CH3:14][CH2:15][CH2:16][CH2:17][CH2:18][C:19](Cl)=[O:20]>O1CCCC1>[CH2:18]([C:19]1[O:20][CH:8]=[N:7][C:9]=1[C:10]([O:12][CH3:13])=[O:11])[CH2:17][CH2:16][CH2:15][CH3:14] |f:0.1|. Reported procedure: 50.1 g of potassium t-butoxide are dissolved in 500 ml of tetrahydrofuran, and 37.0 g of methyl α-isocyanoacetate are added dropwise thereto at -50° C. to -40° C. The mixture is stirred at the same temperature for 30 minutes. 50.0 g of n-caproyl chloride are gradually added to the mixture at -50° C. to -40° C., and the mixture is stirred at the temperature below -30° C. for 20 hours. After the reaction, the mixture is treated in the same manner as described in Preparation 1-(1). 40 g of 5-n-pent...